From a dataset of the Open Reaction Database (ORD), a public repository of structured organic reaction records. describe an organic reaction: reactants, conditions, products, and yield Starting materials: CCCCCC, O=C1CCC(=O)N1Cl, CC(C)(C)OC(=O)CON=C(C(=O)O)c1csc(N)n1. Product: CC(C)(C)OC(=O)CON=C(C(=O)O)c1nc(N)sc1Cl. RXN SMILES: [CH3:29][CH2:30][CH2:31][CH2:32][CH2:33][CH3:34].[Cl:21][N:22]1[C:23](=[O:24])[CH2:25][CH2:26][C:27]1=[O:28].[NH2:1][c:2]1[s:3][cH:4][c:5]([C:7]([C:8](=[O:9])[OH:10])=[N:11][O:12][CH2:13][C:14](=[O:15])[O:16][C:17]([CH3:18])([CH3:19])[CH3:20])[n:6]1>>[NH2:1][c:2]1[s:3][c:4]([Cl:21])[c:5]([C:7]([C:8](=[O:9])[OH:10])=[N:11][O:12][CH2:13][C:14](=[O:15])[O:16][C:17]([CH3:18])([CH3:19])[CH3:20])[n:6]1. Reactants: C(C)C=1C=C(C=CC1)NC(C)=O (N-(3-ethylphenyl)acetamide), C([O-])([O-])=O.[K+].[K+] (potassium carbonate), BrC=1C=C(C=CC1)OC (m-bromoanisole). The reagents and catalysts are [Cu] (copper). Run at temperature 200 celsius, time 3 day. The product is C(C)C=1C=C(C=CC1)NC1=CC(=CC=C1)OC (N-(3-ethylphenyl)-N-(3-methoxyphenyl)amine). Yield: 98.4%. Reaction SMILES: [CH2:1]([C:3]1[CH:4]=[C:5]([NH:9][C:10](=O)[CH3:11])[CH:6]=[CH:7][CH:8]=1)[CH3:2].C(=O)([O-])[O-].[K+].[K+].Br[C:20]1[CH:21]=[C:22]([O:26][CH3:27])[CH:23]=CC=1>[Cu]>[CH2:1]([C:3]1[CH:4]=[C:5]([NH:9][C:10]2[CH:11]=[CH:20][CH:21]=[C:22]([O:26][CH3:27])[CH:23]=2)[CH:6]=[CH:7][CH:8]=1)[CH3:2] |f:1.2.3|. Procedure: A mixture of 11 g of N-(3-ethylphenyl)acetamide, 9 g of copper powder, 19.8 g of potassium carbonate and 26.7 g of m-bromoanisole was stirred at 200° C. for 3 days. Insolubles were filtered off from the reaction mixture, and the filtrate was purified by silica gel column chromatography [ethyl acetate-hexane (1:3)]. To the resulting substance were added 16.6 g of potassium hydroxide, 8.7 ml of water and 170 ml of ethanol, and the whole was refluxed for 1 hour. The solvent was removed from the rea... The reactants are C(#N)CCCN1[C@H]([C@H](CCC1)NCC1=C(C=CC=C1)OC)C1=CC=CC=C1 ((2S,3S)-1-(3-Cyanoprop-1-yl)-3-(2-methoxybenzyl)amino-2-phenylpiperidine). The reagents and catalysts are [Pt] (platinum/carbon). The solvent is C(C)(=O)O (acetic acid), C(C)O (ethanol). Run at time 4 hour. Yields the product NCCCCN1[C@H]([C@H](CCC1)NCC1=C(C=CC=C1)OC)C1=CC=CC=C1 ((2S, 3S)-1-(4-Aminobut-1-yl)-3-(2-methoxybenzyl)amino-2-phenylpiperidine). The yield is 83.3%. RXN SMILES: [C:1]([CH2:3][CH2:4][CH2:5][N:6]1[CH2:11][CH2:10][CH2:9][C@H:8]([NH:12][CH2:13][C:14]2[CH:19]=[CH:18][CH:17]=[CH:16][C:15]=2[O:20][CH3:21])[C@@H:7]1[C:22]1[CH:27]=[CH:26][CH:25]=[CH:24][CH:23]=1)#[N:2]>C(O)(=O)C.C(O)C.[Pt]>[NH2:2][CH2:1][CH2:3][CH2:4][CH2:5][N:6]1[CH2:11][CH2:10][CH2:9][C@H:8]([NH:12][CH2:13][C:14]2[CH:19]=[CH:18][CH:17]=[CH:16][C:15]=2[O:20][CH3:21])[C@@H:7]1[C:22]1[CH:23]=[CH:24][CH:25]=[CH:26][CH:27]=1. Procedure details: The title compound of Example 93 (1.9 g) was dissolved in 10 ml of acetic acid in a bottle. To the system was added 1.9 g of 5% platinum/carbon (60% water), and the mixture was shaken under hydrogen (40 p.s.i.) for 4 hours. The mixture was diluted with ethanol, filtered through diatomaceous earth (Celite (trademark)) and the filtrate was concentrated. Saturated aqueous sodium bicarbonate was added to the residue until the pH of the mixture was ca. 8, and the mixture was extracted with chloroform... The reactants are C(C)OC(C1=CC=C(C=C1)OC1=NC(=NC=C1[N+](=O)[O-])Cl)=O (4-(2-Chloro-5-nitro-pyrimidin-4-yloxy)-benzoic acid ethyl ester). The reagents and catalysts are [Zn] (Zn). The solvent is CC(=O)O (AcOH), CO (CH3OH). Conditions: time 6 hour. Yields the product C(C)OC(C1=CC=C(C=C1)OC1=NC(=NC=C1N)Cl)=O (4-(5-Amino-2-chloro-pyrimidin-4-yloxy)-benzoic acid ethyl ester). Reaction SMILES: [CH2:1]([O:3][C:4](=[O:22])[C:5]1[CH:10]=[CH:9][C:8]([O:11][C:12]2[C:17]([N+:18]([O-])=O)=[CH:16][N:15]=[C:14]([Cl:21])[N:13]=2)=[CH:7][CH:6]=1)[CH3:2]>CC(O)=O.CO.[Zn]>[CH2:1]([O:3][C:4](=[O:22])[C:5]1[CH:10]=[CH:9][C:8]([O:11][C:12]2[C:17]([NH2:18])=[CH:16][N:15]=[C:14]([Cl:21])[N:13]=2)=[CH:7][CH:6]=1)[CH3:2]. Reported procedure: To a solution of Compound 16a (2.12 g; 6.55 mmol) in AcOH (15 mL) and CH3OH (20 mL) was added Zn (2.57 g; 39.31 mmol) in portions at room temperature. The reaction mixture was stirred at room temperature for 6 h. The solid was collected by filtration and washed with CH3OH. The filtrate was concentrated. The residue was quenched with aqueous NaOH (<1 N) and adjusted to pH ˜7, and extracted with EtOAc (2×20 mL). The organic layer was dried over MgSO4 and concentrated. The crude product was purifie... Starting materials: BrCCCC(C)C (1-bromo-4-methylpentane), C1(C=2C(C(N1)=O)=CC=CC2)=O.[K] (potassium phthalimide), O (water), C(Cl)(Cl)Cl (Chloroform). Run in CN(C)C=O (DMF). Conditions: time 1 hour. The product is CC(CCCN1C(C2=CC=CC=C2C1=O)=O)C (2-(4-methylpentyl)-1H-isoindole-1,3(2H)-dione). As a reaction SMILES: Br[CH2:2][CH2:3][CH2:4][CH:5]([CH3:7])[CH3:6].[C:8]1(=[O:18])[NH:12][C:11](=[O:13])[C:10]2=[CH:14][CH:15]=[CH:16][CH:17]=[C:9]12.[K].C(Cl)(Cl)Cl.O>CN(C=O)C>[CH3:6][CH:5]([CH3:7])[CH2:4][CH2:3][CH2:2][N:12]1[C:8](=[O:18])[C:9]2[C:10](=[CH:14][CH:15]=[CH:16][CH:17]=2)[C:11]1=[O:13] |f:1.2,^1:18|. Procedure: To a solution of 1-bromo-4-methylpentane (5.0 g, 0.030 mol) in DMF (20 mL) was added potassium phthalimide (5.9 g, 0.032 mol) in one portion at room temperature. After stirring at room temperature of 1 hr, the mixture was heated at 55° C. for 16 hr. Chloroform (30 mL) was added to the reaction mixture and the resulting mixture was poured into water (100 mL). The aqueous phase was extracted with chloroform and the combined organic phase was washed with 0.25 M NaOH (aq) and water. The organic phas... Starting materials: C(C1=CC=CC=C1)N1CC=2N=CN=C(C2CC1)Cl (7-Benzyl-4-chloro-5,6,7,8-tetrahydro-pyrido[3,4-d]pyrimidine), FC1=CC=C(C=C1)N (4-fluorobenzenamine). The solvent is C(C)#N (acetonitrile). Conditions: temperature 200 celsius. The product is C(C1=CC=CC=C1)N1CC=2N=CN=C(C2CC1)NC1=CC=C(C=C1)F (7-Benzyl-N-(4-fluorophenyl)-5,6,7,8-tetrahydropyrido[3,4-d]pyrimidin-4-amine). Yield: 97.0%. As a reaction SMILES: [CH2:1]([N:8]1[CH2:17][CH2:16][C:15]2[C:14](Cl)=[N:13][CH:12]=[N:11][C:10]=2[CH2:9]1)[C:2]1[CH:7]=[CH:6][CH:5]=[CH:4][CH:3]=1.[F:19][C:20]1[CH:25]=[CH:24][C:23]([NH2:26])=[CH:22][CH:21]=1>C(#N)C>[CH2:1]([N:8]1[CH2:17][CH2:16][C:15]2[C:14]([NH:26][C:23]3[CH:24]=[CH:25][C:20]([F:19])=[CH:21][CH:22]=3)=[N:13][CH:12]=[N:11][C:10]=2[CH2:9]1)[C:2]1[CH:7]=[CH:6][CH:5]=[CH:4][CH:3]=1. Reported procedure: 7-Benzyl-4-chloro-5,6,7,8-tetrahydro-pyrido[3,4-d]pyrimidine (0.25 g, 0.97 mmol) was dissolved in anhydrous acetonitrile (3 mL) and 4-fluorobenzenamine was added (0.10 mL, 1.06 mmol). The mixture was heated at 200° C. for 600 s in a microwave (Emrys Optimizer model, Personal Chemistry). The solvents were removed under vacuum to give the desired product as a beige powder (0.313 g, 97%.). The crude product was used for the subsequent step.